This data is from the Open Reaction Database (ORD), a public repository of structured organic reaction records. The task is: describe an organic reaction: reactants, conditions, products, and yield Reactants: C(CCCCCC)OC1=CC=C(C=C1)C#CC1=CC=C(CN(CC2=CC=C(C=C2)C(F)(F)F)C(C(=O)O)=O)C=C1 ({(4-{[4-(heptyloxy)phenyl]ethynyl}benzyl)[4-(trifluoromethyl)benzyl]amino}(oxo)acetic acid). Solvent: CCOC(=O)C (EtOAc). The product is C(CCCCCC)OC1=CC=C(C=C1)CCC1=CC=C(CN(CC2=CC=C(C=C2)C(F)(F)F)C(C(=O)O)=O)C=C1 ({(4-{2-[4-(heptyloxy)phenyl]ethyl}benzyl)[4-(trifluoromethyl)benzyl]-amino}(oxo)acetic acid). Yield: 54.0%. RXN SMILES: [CH2:1]([O:8][C:9]1[CH:14]=[CH:13][C:12]([C:15]#[C:16][C:17]2[CH:40]=[CH:39][C:20]([CH2:21][N:22]([C:34](=[O:38])[C:35]([OH:37])=[O:36])[CH2:23][C:24]3[CH:29]=[CH:28][C:27]([C:30]([F:33])([F:32])[F:31])=[CH:26][CH:25]=3)=[CH:19][CH:18]=2)=[CH:11][CH:10]=1)[CH2:2][CH2:3][CH2:4][CH2:5][CH2:6][CH3:7]>CCOC(C)=O>[CH2:1]([O:8][C:9]1[CH:10]=[CH:11][C:12]([CH2:15][CH2:16][C:17]2[CH:40]=[CH:39][C:20]([CH2:21][N:22]([C:34](=[O:38])[C:35]([OH:37])=[O:36])[CH2:23][C:24]3[CH:25]=[CH:26][C:27]([C:30]([F:32])([F:33])[F:31])=[CH:28][CH:29]=3)=[CH:19][CH:18]=2)=[CH:13][CH:14]=1)[CH2:2][CH2:3][CH2:4][CH2:5][CH2:6][CH3:7]. Procedure details: The same procedure as employed in the preparation of Example 1 (step c) but using {(4-{[4-(heptyloxy)phenyl]ethynyl}benzyl)[4-(trifluoromethyl)benzyl]amino}(oxo)acetic acid in EtOAc gave the title compound as a colorless oil (54%). M−(LC/MS(ESI)): 554. HPLC (Condition A), Rt: 5.95 min (HPLC purity: 95.1%). The reactants are COC=1C=C(C=CC1)C=1CN(CCC1)CCC (3-(3-methoxyphenyl)-1-propyl-1,2,5,6-tetrahydropyridine), Br.[NH+]1=CC=CC=C1 (pyridinium hydrobromide), [OH-].[NH4+] (ammonium hydroxide). The solvent is O (water). Run at temperature 200 celsius, time 2 hour. Product: C(CC)N1CC(=CCC1)C=1C=C(C=CC1)O (3-(1-propyl-1,2,5,6-tetrahydropyridin-3-yl)-phenol). Isolated yield 85.4%. Reaction SMILES: C[O:2][C:3]1[CH:4]=[C:5]([C:9]2[CH2:10][N:11]([CH2:15][CH2:16][CH3:17])[CH2:12][CH2:13][CH:14]=2)[CH:6]=[CH:7][CH:8]=1.Br.[NH+]1C=CC=CC=1.[OH-].[NH4+]>O>[CH2:15]([N:11]1[CH2:12][CH2:13][CH:14]=[C:9]([C:5]2[CH:4]=[C:3]([OH:2])[CH:8]=[CH:7][CH:6]=2)[CH2:10]1)[CH2:16][CH3:17] |f:1.2,3.4|. Reported procedure: A mixture of 3.9 g of the product of Step A and 7.8 g of pyridinium hydrobromide was stirred under an inert atmosphere for 2 hours at 200° C. and was then cooled and taken up in water. The mixture was stirred until dissolution and was made alkaline by addition of ammonium hydroxide. The mixture was extracted with methylene chloride and the organic phase was washed with aqueous saturated sodium chloride solution, dried and evaporated to dryness under reduced pressure. The residue was chromatograp... The reactants are CC=CC(c1ccc(Br)cc1)C(NC(=O)OC(C)(C)C)C(=O)OC, CO, [Na+], C1CCOC1, [OH-]. Product: CC=CC(c1ccc(Br)cc1)C(NC(=O)OC(C)(C)C)C(=O)O. As a reaction SMILES: [Br:1][c:2]1[cH:3][cH:4][c:5]([CH:6]([CH:7]([NH:8][C:9](=[O:10])[O:11][C:12]([CH3:13])([CH3:14])[CH3:15])[C:16](=[O:17])[O:18][CH3:19])[CH:20]=[CH:21][CH3:22])[cH:23][cH:24]1.[CH3:25][OH:26].[Na+:28].[O:29]1[CH2:30][CH2:31][CH2:32][CH2:33]1.[OH-:27]>>[Br:1][c:2]1[cH:3][cH:4][c:5]([CH:6]([CH:7]([NH:8][C:9](=[O:10])[O:11][C:12]([CH3:13])([CH3:14])[CH3:15])[C:16](=[O:17])[OH:18])[CH:20]=[CH:21][CH3:22])[cH:23][cH:24]1. The reactants are CN(C)CC(=O)O, Cl, Cl, c1cc2c(cc1OCCCN1CCCCC1)CNCC2, On1nnc2ccccc21. Product: CN(C)CC(=O)N1CCc2ccc(OCCCN3CCCCC3)cc2C1. RXN SMILES: [CH3:33][N:34]([CH3:35])[CH2:36][C:37]([OH:38])=[O:39].[ClH:1].[ClH:2].[N:3]1([CH2:9][CH2:10][CH2:11][O:12][c:13]2[cH:14][cH:15][c:16]3[c:21]([cH:22]2)[CH2:20][NH:19][CH2:18][CH2:17]3)[CH2:4][CH2:5][CH2:6][CH2:7][CH2:8]1.[OH:23][n:24]1[c:25]2[c:26]([cH:27][cH:28][cH:29][cH:30]2)[n:31][n:32]1>>[N:3]1([CH2:9][CH2:10][CH2:11][O:12][c:13]2[cH:14][cH:15][c:16]3[c:21]([cH:22]2)[CH2:20][N:19]([C:37]([CH2:36][N:34]([CH3:33])[CH3:35])=[O:38])[CH2:18][CH2:17]3)[CH2:4][CH2:5][CH2:6][CH2:7][CH2:8]1.